Dataset: the Open Reaction Database (ORD), a public repository of structured organic reaction records. Task: describe an organic reaction: reactants, conditions, products, and yield The reactants are CN1CC(c2ccccc2)C2(CCCN(C(=O)C(COCc3ccc(F)cc3)NC(=O)C(C)(C)NC(=O)OC(C)(C)C)C2)C1=O, ClCCl, O=C(O)C(F)(F)F. Product: CN1CC(c2ccccc2)C2(CCCN(C(=O)C(COCc3ccc(F)cc3)NC(=O)C(C)(C)N)C2)C1=O. RXN SMILES: [C:1]([O:2][C:3](=[O:4])[NH:7][C:8]([CH3:9])([CH3:10])[C:11]([NH:12][CH:13]([C:14](=[O:15])[N:16]1[CH2:17][C:18]2([CH:19]([c:25]3[cH:26][cH:27][cH:28][cH:29][cH:30]3)[CH2:20][N:21]([CH3:24])[C:22]2=[O:23])[CH2:31][CH2:32][CH2:33]1)[CH2:34][O:35][CH2:36][c:37]1[cH:38][cH:39][c:40]([F:43])[cH:41][cH:42]1)=[O:44])([CH3:5])([CH3:6])[CH3:45].[Cl:53][CH2:54][Cl:55].[F:46][C:47]([F:48])([F:49])[C:50]([OH:51])=[O:52]>>[NH2:7][C:8]([CH3:9])([CH3:10])[C:11]([NH:12][CH:13]([C:14](=[O:15])[N:16]1[CH2:17][C:18]2([CH:19]([c:25]3[cH:26][cH:27][cH:28][cH:29][cH:30]3)[CH2:20][N:21]([CH3:24])[C:22]2=[O:23])[CH2:31][CH2:32][CH2:33]1)[CH2:34][O:35][CH2:36][c:37]1[cH:38][cH:39][c:40]([F:43])[cH:41][cH:42]1)=[O:44]. The reactants are C[O-], CO, CC(c1ccc(-c2ccccc2)c(F)c1)c1nc(CCl)no1, [Na+], O, OCCS. Yields the product CC(c1ccc(-c2ccccc2)c(F)c1)c1nc(CSCCO)no1. RXN SMILES: [CH3:23][O-:24].[CH3:30][OH:31].[Cl:1][CH2:2][c:3]1[n:4][o:5][c:6]([CH:8]([c:9]2[cH:10][c:11]([F:21])[c:12](-[c:15]3[cH:16][cH:17][cH:18][cH:19][cH:20]3)[cH:13][cH:14]2)[CH3:22])[n:7]1.[Na+:25].[OH2:32].[OH:26][CH2:27][CH2:28][SH:29]>>[CH2:2]([c:3]1[n:4][o:5][c:6]([CH:8]([c:9]2[cH:10][c:11]([F:21])[c:12](-[c:15]3[cH:16][cH:17][cH:18][cH:19][cH:20]3)[cH:13][cH:14]2)[CH3:22])[n:7]1)[S:29][CH2:28][CH2:27][OH:26]. The reactants are compound, ClC1=NC=NC2=CC=C(C=C12)O (4-chloro-6-hydroxy-quinazoline), FC1=NC=C(C=C1)F (2,5-difluoropyridine), NC1=NN(C=C1)C (3-amino-1-methyl-pyrazole). The product is FC=1C=CC(=NC1)OC=1C=C2C(=NC=NC2=CC1)NC1=NN(C=C1)C (6-[(5-Fluoropyridin-2-yl)oxy]-N-(1-methyl-1H-pyrazol-3-yl)quinazolin-4-yl-amine). Reaction SMILES: F[C:2]1[CH:7]=[CH:6][C:5]([F:8])=[CH:4][N:3]=1.[NH2:9][C:10]1[CH:14]=[CH:13][N:12]([CH3:15])[N:11]=1.Cl[C:17]1[C:26]2[C:21](=[CH:22][CH:23]=[C:24]([OH:27])[CH:25]=2)[N:20]=[CH:19][N:18]=1>>[F:8][C:5]1[CH:6]=[CH:7][C:2]([O:27][C:24]2[CH:25]=[C:26]3[C:21](=[CH:22][CH:23]=2)[N:20]=[CH:19][N:18]=[C:17]3[NH:9][C:10]2[CH:14]=[CH:13][N:12]([CH3:15])[N:11]=2)=[N:3][CH:4]=1. Procedure: The compound of Example 115 was manufactured by the same method as in Example 95, by a similar method thereto or by a combination of such a method with a conventional method using 2,5-difluoropyridine, 3-amino-1-methyl-pyrazole and 4-chloro-6-hydroxy-quinazoline. Starting materials: O=C(O)c1c(F)cc(Br)c(O)c1[N+](=O)[O-], CCO. The product is Nc1c(O)c(Br)cc(F)c1C(=O)O. RXN SMILES: [Br:1][c:2]1[c:3]([OH:15])[c:4]([N+:12]([O-:13])=[O:14])[c:5]([C:6](=[O:7])[OH:8])[c:9]([F:11])[cH:10]1.[CH3:16][CH2:17][OH:18]>>[Br:1][c:2]1[c:3]([OH:15])[c:4]([NH2:12])[c:5]([C:6](=[O:7])[OH:8])[c:9]([F:11])[cH:10]1. Reactants: Cl.C(C=C)OC1=CC=CC2=C1OC[C@H]1N(CCC[C@@H]12)C (trans-7-allyloxy-4-methyl-1,2,3,4a,5,10b-hexahydro-4H-[1]-benzopyrano[3,4-b]pyridine hydrochloride), CN1C(CCC1)=O (1-methyl-2-pyrrolidinone). Reaction conditions: time 3 hour. Procedure: A solution of 400 mg of trans-7-allyloxy-4-methyl-1,2,3,4a,5,10b-hexahydro-4H-[1]-benzopyrano[3,4-b]pyridine hydrochloride in 10 ml of 1-methyl-2-pyrrolidinone is heated for 2 hours at 190°, poured onto water and the products extracted with ethyl acetate. After drying over magnesium sulfate, the solvent is removed; the residue is 20 ml of ethanol is hydrogenated at 3 atm. pressure in the presence of 100 mg of 10% palladium on carbon catalyst for 3 hours. After filtration, the solvent is removed ... As a reaction SMILES: [ClH:1].C([O:5][C:6]1[C:11]2[O:12][CH2:13][C@@H:14]3[C@@H:19]([C:10]=2[CH:9]=[CH:8][CH:7]=1)[CH2:18][CH2:17][CH2:16][N:15]3[CH3:20])C=C.CN1C[CH2:25][CH2:24][C:23]1=O>>[ClH:1].[OH:5][C:6]1[C:11]2[O:12][CH2:13][C@@H:14]3[C@@H:19]([C:10]=2[C:9]([CH2:23][CH2:24][CH3:25])=[CH:8][CH:7]=1)[CH2:18][CH2:17][CH2:16][N:15]3[CH3:20] |f:0.1,3.4|. Product: hydrochloride salt, Cl.OC1=CC=C(C2=C1OC[C@H]1N(CCC[C@@H]12)C)CCC (trans-7-hydroxy-4-methyl-10-propyl-1,2,3,4a,5,10b-hexahydro-4H-[1]-benzopyrano[3,4-b]pyridine hydrochloride). As a reaction SMILES: [C:1]([CH3:2])([CH3:3])([CH3:4])[O:5][C:6](=[O:7])[N:8]1[CH:9]([CH2:13][O:14][c:15]2[n:16][c:17]([O:24][CH3:25])[c:18]([N+:21]([O-:22])=[O:23])[cH:19][cH:20]2)[CH2:10][CH2:11][CH2:12]1.[CH3:26][OH:27]>>[C:1]([CH3:2])([CH3:3])([CH3:4])[O:5][C:6](=[O:7])[N:8]1[CH:9]([CH2:13][O:14][c:15]2[n:16][c:17]([O:24][CH3:25])[c:18]([NH2:21])[cH:19][cH:20]2)[CH2:10][CH2:11][CH2:12]1. Starting materials: COc1nc(OCC2CCCN2C(=O)OC(C)(C)C)ccc1[N+](=O)[O-], CO. The product is COc1nc(OCC2CCCN2C(=O)OC(C)(C)C)ccc1N. Reactants: NC1=C2C=CN(C(C2=CC=C1)C)CC1=CC=CC=C1 (5-Amino-2-benzyl-1-methyl-1,2-dihydroisoquinoline). Reagents/catalysts: [Pd] (palladium). Run in C(C)O (ethanol). Reaction conditions: time 24 hour. Product: NC1=C2CCNC(C2=CC=C1)C ((±) 5-Amino-1-methyl-1,2,3,4-tetrahydroisoquinoline). Isolated yield 43.4%. As a reaction SMILES: [NH2:1][C:2]1[CH:11]=[CH:10][CH:9]=[C:8]2[C:3]=1[CH:4]=[CH:5][N:6](CC1C=CC=CC=1)[CH:7]2[CH3:12]>C(O)C.[Pd]>[NH2:1][C:2]1[CH:11]=[CH:10][CH:9]=[C:8]2[C:3]=1[CH2:4][CH2:5][NH:6][CH:7]2[CH3:12]. Procedure details: 5-Amino-2-benzyl-1-methyl-1,2-dihydroisoquinoline (4.5 g, 17.9 mmol) was dissolved in ethanol (250 ml); 10% palladium catalyst on activated carbon (1 g) was then added and the mixture hydrogenated at atmospheric pressure for 24 h. The catalyst was then removed by filtration through Kieselguhr and the solvent removed in vacuo to afford a brown solid. This residue was then subjected to column chromatography eluting with 5 to 10% methanol-dichloromethane. The relevant fractions were combined and co...